Dataset: the Open Reaction Database (ORD), a public repository of structured organic reaction records. Task: describe an organic reaction: reactants, conditions, products, and yield Reactants: N1(N=CN=C1)CC1=C(C=CC=C1)S(=O)(=O)N (2-[(1H-1,2,4-triazol-1yl)methyl]benzenesulfonamide), C1(=CC=CC=C1)OC(NC1=NC(=CC(=N1)OC)OC)=O (phenyl(4,6-dimethoxypyrimidin-2-yl)carbamate), C1CCC2=NCCCN2CC1 (DBU). The solvent is O1CCOCC1 (p-dioxane), O (water). Conditions: temperature 25 celsius, time 2 hour. Yields the product COC1=NC(=NC(=C1)OC)NC(=O)NS(=O)(=O)C1=C(C=CC=C1)CN1NC=NC1 (N-[(4,6-Dimethoxypyrimidin-2-yl)aminocarbonyl]-2-[(1H-1,2,4-triazol-2-yl)methyl]benzenesulfonamide). The yield is 70.7%. Reaction SMILES: [N:1]1([CH2:6][C:7]2[CH:12]=[CH:11][CH:10]=[CH:9][C:8]=2[S:13]([NH2:16])(=[O:15])=[O:14])[CH:5]=[N:4][CH:3]=[N:2]1.C1([O:23][C:24](=O)[NH:25][C:26]2[N:31]=[C:30]([O:32][CH3:33])[CH:29]=[C:28]([O:34][CH3:35])[N:27]=2)C=CC=CC=1.C1CCN2C(=NCCC2)CC1>O1CCOCC1.O>[CH3:33][O:32][C:30]1[CH:29]=[C:28]([O:34][CH3:35])[N:27]=[C:26]([NH:25][C:24]([NH:16][S:13]([C:8]2[CH:9]=[CH:10][CH:11]=[CH:12][C:7]=2[CH2:6][N:1]2[CH2:5][N:4]=[CH:3][NH:2]2)(=[O:15])=[O:14])=[O:23])[N:31]=1. Reported procedure: By the procedure of Example 4, 0.4 g of the product of Example 7 was reacted with 0.52 g of phenyl(4,6-dimethoxypyrimidin-2-yl)carbamate and 0.26 g of "DBU" in 10 ml of p-dioxane. After stirring at 25° C. for two hours, the resulting suspension was diluted with about 50 ml of water, and filtered; the resulting filtrate was acidified with concentrated hydrochloric acid to pH 4, then filtered. The residue was washed 2×10 ml water, suction-dried 16 hours, then triturated with about 10 ml of warm et... Reactants: [OH-].[Na+] (Sodium hydroxide), Cl (hydrogen chloride), ClC1=C(C=C(C=C1)[C@@H]1N(CC[C@H](C1)C(CC(=O)OCC)=O)C(=O)OC)F (Trans-methyl 2-(4-chloro-3-fluorophenyl)-4-(3-ethoxy-3-oxopropanoyl)piperidine-1-carboxylate), NO (Hydroxylamine). Solvent: O (water), CO (MeOH). Conditions: temperature -40 celsius, time 20 minute. Yields the product ClC1=C(C=C(C=C1)[C@@H]1N(CC[C@H](C1)C1=CC(NO1)=O)C(=O)OC)F (Trans-methyl 2-(4-chloro-3-fluorophenyl)-4-(3-oxo-2,3-dihydroisoxazol-5-yl)piperidine-1-carboxylate). RXN SMILES: [Cl:1][C:2]1[CH:7]=[CH:6][C:5]([C@H:8]2[CH2:13][C@H:12]([C:14](=[O:21])[CH2:15][C:16](OCC)=[O:17])[CH2:11][CH2:10][N:9]2[C:22]([O:24][CH3:25])=[O:23])=[CH:4][C:3]=1[F:26].[OH-].[Na+].[NH2:29]O.Cl>CO.O>[Cl:1][C:2]1[CH:7]=[CH:6][C:5]([C@H:8]2[CH2:13][C@H:12]([C:14]3[O:21][NH:29][C:16](=[O:17])[CH:15]=3)[CH2:11][CH2:10][N:9]2[C:22]([O:24][CH3:25])=[O:23])=[CH:4][C:3]=1[F:26] |f:1.2|. Procedure: Trans-methyl 2-(4-chloro-3-fluorophenyl)-4-(3-ethoxy-3-oxopropanoyl)piperidine-1-carboxylate (171 mg, 0.44 mmol) (from example 49, step 1) was dissolved in MeOH (2 mL) and cooled to −40° C. Sodium hydroxide (0.117 mL, 0.44 mmol) dissolved in water (0.200 mL) was added dropwise and the solution stirred for 20 min. Hydroxylamine (50% by weight in water, 0.024 mL, 0.44 mmol) was then added and stirring was continued for 3.5 h. The mixture was then transferred to a prewarmed 80° C. solution of 6 M h... The product is C1(CC1)CCC1=C(C(=NO1)C1=CC=CC=C1)C1=NN=C(O1)C1=C(C=C(C=C1)N)OC (4-{5-[5-(2-Cyclopropyl-ethyl)-3-phenyl-isoxazol-4-yl]-[1,3,4]oxadiazol-2-yl}-3-methoxy-phenylamine). As a reaction SMILES: [CH3:1][O:2][C:3]1[CH:4]=[C:5]([NH2:26])[CH:6]=[CH:7][C:8]=1[C:9]1[O:10][C:11]([C:14]2[C:15]([C:20]3[CH:25]=[CH:24][CH:23]=[CH:22][CH:21]=3)=[N:16][O:17][C:18]=2[CH3:19])=[N:12][N:13]=1.C(N(CC)C(C)C)(C)C.Br[CH2:37][CH:38]1[CH2:40][CH2:39]1.C[Si]([N-][Si](C)(C)C)(C)C.[K+]>C1COCC1>[CH:38]1([CH2:37][CH2:19][C:18]2[O:17][N:16]=[C:15]([C:20]3[CH:21]=[CH:22][CH:23]=[CH:24][CH:25]=3)[C:14]=2[C:11]2[O:10][C:9]([C:8]3[CH:7]=[CH:6][C:5]([NH2:26])=[CH:4][C:3]=3[O:2][CH3:1])=[N:13][N:12]=2)[CH2:40][CH2:39]1 |f:3.4|. Conditions: time 24 hour. Isolated yield 12.2%. Solvent: C1CCOC1 (THF). The reactants are C[Si](C)(C)[N-][Si](C)(C)C.[K+] (potassium bis(trimethylsilyl)amide), C(C)(C)N(C(C)C)CC (N,N-diisopropyl ethyl amine), BrCC1CC1 (bromomethyl-cyclopropane), COC=1C=C(C=CC1C=1OC(=NN1)C=1C(=NOC1C)C1=CC=CC=C1)N (3-methoxy-4-[5-(5-methyl-3-phenyl-isoxazol-4-yl)-[1,3,4]oxadiazol-2-yl]-phenylamine), BrCC1CC1 (bromomethyl-cyclopropane), BrCC1CC1 (bromomethyl-cyclopropane). Reported procedure: To a suspension of 3-methoxy-4-[5-(5-methyl-3-phenyl-isoxazol-4-yl)-[1,3,4]oxadiazol-2-yl]-phenylamine (200 mg, 0.57 mmol) in THF were added N,N-diisopropyl ethyl amine (128 μL, 0.75 mmol) and bromomethyl-cyclopropane (61 μL, 0.63 mmol) and the reaction mixture was stirred for 24 h at ambient temperature. After addition of potassium bis(trimethylsilyl)amide (0.91 M in THF, 0.82 mL, 0.75 mmol) was added stirring was continued for 15 min and further bromomethyl-cyclopropane (78 μL, 0.80 mmol) was ... Reactants: CCN(C(C)C)C(C)C (DIEA), OCC=1N=C2N(N=CC=C2N2CCOCC2)C1C=1C=CC(=NC1)N1CCN(CC1)C(=O)OC(C)(C)C (tert-Butyl 4-(5-(2-(hydroxymethyl)-8-morpholinoimidazo[1,2-b]pyridazin-3-yl)pyridin-2-yl)piperazine-1-carboxylate), N1=C(C=CC2=CC=CC=C12)S (2-quinolinethiol), C(=O)([O-])[O-].[K+].[K+] (K2CO3), CS(=O)(=O)Cl (MsCl). Solvent: C(Cl)Cl (DCM), C(C)#N (ACN), O (water). Conditions: temperature 0 celsius, time 15 minute. Product: O1CCN(CC1)C=1C=2N(N=CC1)C(=C(N2)CSC2=NC1=CC=CC=C1C=C2)C=2C=CC(=NC2)N2CCN(CC2)C(=O)OC(C)(C)C (tert-Butyl 4-(5-(8-morpholino-2-((quinolin-2-ylthio)methyl)imidazo[1,2-b]pyridazin-3-yl)pyridin-2-yl)piperazine-1-carboxylate). Reaction SMILES: O[CH2:2][C:3]1[N:4]=[C:5]2[C:10]([N:11]3[CH2:16][CH2:15][O:14][CH2:13][CH2:12]3)=[CH:9][CH:8]=[N:7][N:6]2[C:17]=1[C:18]1[CH:19]=[CH:20][C:21]([N:24]2[CH2:29][CH2:28][N:27]([C:30]([O:32][C:33]([CH3:36])([CH3:35])[CH3:34])=[O:31])[CH2:26][CH2:25]2)=[N:22][CH:23]=1.CCN(C(C)C)C(C)C.CS(Cl)(=O)=O.[N:51]1[C:60]2[C:55](=[CH:56][CH:57]=[CH:58][CH:59]=2)[CH:54]=[CH:53][C:52]=1[SH:61].C([O-])([O-])=O.[K+].[K+]>O.C(#N)C.C(Cl)Cl>[O:14]1[CH2:13][CH2:12][N:11]([C:10]2[C:5]3[N:6]([C:17]([C:18]4[CH:19]=[CH:20][C:21]([N:24]5[CH2:25][CH2:26][N:27]([C:30]([O:32][C:33]([CH3:34])([CH3:35])[CH3:36])=[O:31])[CH2:28][CH2:29]5)=[N:22][CH:23]=4)=[C:3]([CH2:2][S:61][C:52]4[CH:53]=[CH:54][C:55]5[C:60](=[CH:59][CH:58]=[CH:57][CH:56]=5)[N:51]=4)[N:4]=3)[N:7]=[CH:8][CH:9]=2)[CH2:16][CH2:15]1 |f:4.5.6|. Reported procedure: Compound 21a (152 mg, 0.307 mmol) was placed in an 8 mL vial equipped with a stir bar and then DCM (2 mL) and DIEA (107 mL, 0.615 mmol) were added. The solution was cooled to 0° C. and MsCl (35.8 mL, 0.461 mmol) was added dropwise via microsyringe. The reaction was stirred at 0° C. for 15 min and then the solvent was removed under reduced pressure. The crude material was placed in a 50 mL round bottom flask equipped with a stir bar and then 2-quinolinethiol (56.2 mg, 0.338 mmol) and K2CO3 (63.7 ... Starting materials: CCO, CNO, Cl, [Na+], [Na+], O=C([O-])[O-], N#Cc1ccccc1N1CCCCS1(=O)=O, O. Yields the product CN(O)C(=N)c1ccccc1N1CCCCS1(=O)=O. As a reaction SMILES: [CH2:27]([OH:28])[CH3:29].[CH3:18][NH:19][OH:20].[ClH:17].[Na+:21].[Na+:22].[O-:23][C:24](=[O:25])[O-:26].[O:1]=[S:2]1(=[O:16])[N:3]([c:8]2[c:9]([C:10]#[N:11])[cH:12][cH:13][cH:14][cH:15]2)[CH2:4][CH2:5][CH2:6][CH2:7]1.[OH2:30]>>[O:1]=[S:2]1(=[O:16])[N:3]([c:8]2[c:9]([C:10](=[NH:11])[N:19]([CH3:18])[OH:20])[cH:12][cH:13][cH:14][cH:15]2)[CH2:4][CH2:5][CH2:6][CH2:7]1. Starting materials: C(C1=CC=CC=C1)Br (Benzyl bromide), ice, O1CCCC1.C(C1=CC=CC=C1)OC(=O)NN[C@](C(=O)O)(CC1=CC(=C(C=C1)O)O)C ((S)-2-(2-((benzyloxy)carbonyl)hydrazinyl)-3-(3,4-di hydroxyphenyl)-2-methylpropanoic acid compound with tetrahydrofuran), P(=O)([O-])([O-])[O-] (phosphate), C([O-])([O-])=O.[Cs+].[Cs+] (Cesium carbonate). Solvent: CN(C)C=O (DMF). Conditions: time 15 minute. Product: C(C1=CC=CC=C1)N(NC(=O)OCC1=CC=CC=C1)[C@](C(=O)OCC1=CC=CC=C1)(CC1=CC(=C(C=C1)O)OCC1=CC=CC=C1)C ((S)-benzyl 2-benzyl-2-(1-(benzyloxy)-3-(3-(benzyloxy)-4-hydroxyphenyl)-2-methyl-1-oxopropan-2-yl)hydrazinecarboxylate). The yield is 9.8%. RXN SMILES: O1[CH2:5][CH2:4][CH2:3][CH2:2]1.[CH2:6]([O:13][C:14]([NH:16][NH:17][C@@:18]([CH3:31])([CH2:22][C:23]1[CH:28]=[CH:27][C:26]([OH:29])=[C:25]([OH:30])[CH:24]=1)[C:19]([OH:21])=[O:20])=[O:15])[C:7]1[CH:12]=[CH:11][CH:10]=[CH:9][CH:8]=1.P([O-])([O-])([O-])=O.C(=O)([O-])[O-].[Cs+].[Cs+].[CH2:43](Br)[C:44]1[CH:49]=[CH:48][CH:47]=[CH:46][CH:45]=1>CN(C=O)C>[CH2:2]([N:17]([C@@:18]([CH3:31])([CH2:22][C:23]1[CH:28]=[CH:27][C:26]([OH:29])=[C:25]([O:30][CH2:6][C:7]2[CH:12]=[CH:11][CH:10]=[CH:9][CH:8]=2)[CH:24]=1)[C:19]([O:21][CH2:43][C:44]1[CH:49]=[CH:48][CH:47]=[CH:46][CH:45]=1)=[O:20])[NH:16][C:14]([O:13][CH2:6][C:7]1[CH:12]=[CH:11][CH:10]=[CH:9][CH:8]=1)=[O:15])[C:3]1[CH:4]=[CH:3][CH:2]=[CH:5][CH:4]=1 |f:0.1,3.4.5|. Procedure details: To a 500 mL round bottom flask were added (S)-2-(2-((benzyloxy)carbonyl)hydrazinyl)-3-(3,4-di hydroxyphenyl)-2-methylpropanoic acid compound with tetrahydrofuran (1:1), Compound 1, (10 g, 84 wt %, 19.42 mmol) and 100 mL DMF. Cesium carbonate (11.39 g, 35 mmol) was added, and the mixture was stirred at room temperature for 15 minutes. The mixture was cooled in an ice bath. Benzyl bromide (7.38 mL, 62.2 mmol) was added portionwise. The mixture was stirred in the ice bath overnight. The slurry was ... The reactants are FC(C(=O)O)(F)F.BrC=1C=NC(=NC1)OC1=CC(=CC=C1)C=C1CCNCC1 (5-Bromo-2-(3-(piperidin-4-ylidenemethyl)phenoxy)pyrimidine trifluoroacetate), N1=CC(=CC=C1)NC(OC1=CC=CC=C1)=O (phenyl pyridin-3-ylcarbamate), NC=1C=NC=CC1 (3-aminopyridine), C(C)(C)N(CC)C(C)C (diisopropylethylamine). Run in C(C)#N (acetonitrile). Run at time 72 hour. Product: BrC=1C=NC(=NC1)OC=1C=C(C=C2CCN(CC2)C(=O)NC=2C=NC=CC2)C=CC1 (4-(3-(5-bromopyrimidin-2-yloxy)benzylidene)-N-(pyridin-3-yl)piperidine-1-carboxamide). Isolated yield 78.0%. Reaction SMILES: FC(F)(F)C(O)=O.[Br:8][C:9]1[CH:10]=[N:11][C:12]([O:15][C:16]2[CH:21]=[CH:20][CH:19]=[C:18]([CH:22]=[C:23]3[CH2:28][CH2:27][NH:26][CH2:25][CH2:24]3)[CH:17]=2)=[N:13][CH:14]=1.[N:29]1[CH:34]=[CH:33][CH:32]=[C:31]([NH:35][C:36](=O)[O:37]C2C=CC=CC=2)[CH:30]=1.NC1C=NC=CC=1.C(N(C(C)C)CC)(C)C>C(#N)C>[Br:8][C:9]1[CH:10]=[N:11][C:12]([O:15][C:16]2[CH:17]=[C:18]([CH:19]=[CH:20][CH:21]=2)[CH:22]=[C:23]2[CH2:28][CH2:27][N:26]([C:36]([NH:35][C:31]3[CH:30]=[N:29][CH:34]=[CH:33][CH:32]=3)=[O:37])[CH2:25][CH2:24]2)=[N:13][CH:14]=1 |f:0.1|. Procedure details: 5-Bromo-2-(3-(piperidin-4-ylidenemethyl)phenoxy)pyrimidine trifluoroacetate (0.315 mmol, from Step 5), in acetonitrile (1.5 mL) was treated with phenyl pyridin-3-ylcarbamate (75 mg, 0.35 mmol, prepared according to the procedure described in Synthesis, 1997, 1189-1194 from 3-aminopyridine) and diisopropylethylamine (0.192 mL, 1.10 mmol) and stirred at room temperature. After 72 h, the reaction was concentrated and the residue was purified by flash chromatography on silica gel (0-10% ethanol (con... Run in C(C)#N (acetonitrile). Reported procedure: Into a 1 L-four-necked flask equipped with a stirrer, a thermometer and a distillation line, was added the obtained tri-n-butyl(2-hydroxyethyl)phosphonium iodide dissolved in 500 ml of acetonitrile. The solution was heated under a normal pressure with stirring and about 200 ml of acetonitrile was distilled. A condenser having a calcium chloride tube was installed, 1.5 g of hydroquinone monomethyl ether was added as a polymerization inhibitor, and 76.4 g (0.731 mol) of methacryloyl chloride was a... The product is [I-].C(CCC)[P+](CCOC(C(=C)C)=O)(CCCC)CCCC (tri-n-butyl(2-methacryloyloxyethyl)- phosphonium iodide). Reaction SMILES: [I-:1].[CH2:2]([P+:6]([CH2:14][CH2:15][CH2:16][CH3:17])([CH2:10][CH2:11][CH2:12][CH3:13])[CH2:7][CH2:8][OH:9])[CH2:3][CH2:4][CH3:5].COC1C=CC(O)=CC=1.[C:27](Cl)(=[O:31])[C:28]([CH3:30])=[CH2:29].II>C(#N)C>[I-:1].[CH2:10]([P+:6]([CH2:2][CH2:3][CH2:4][CH3:5])([CH2:14][CH2:15][CH2:16][CH3:17])[CH2:7][CH2:8][O:9][C:27](=[O:31])[C:28]([CH3:30])=[CH2:29])[CH2:11][CH2:12][CH3:13] |f:0.1,6.7|. Run at time 2 hour. Starting materials: [I-].C(CCC)[P+](CCO)(CCCC)CCCC (tri-n-butyl(2-hydroxyethyl)phosphonium iodide), II (iodine), COC1=CC=C(O)C=C1 (hydroquinone monomethyl ether), C(C(=C)C)(=O)Cl (methacryloyl chloride). The reactants are CCOCC, CCCCCC, CN(C)CCN1CCC(N(C)C(=O)Nc2cc(Oc3ccc(N)cc3F)ccn2)CC1, C1CCOC1, O=C=NC(=O)Cc1ccccc1. Yields the product CN(C)CCN1CCC(N(C)C(=O)Nc2cc(Oc3ccc(NC(=O)NC(=O)Cc4ccccc4)cc3F)ccn2)CC1. Reaction SMILES: [CH3:44][CH2:45][O:46][CH2:47][CH3:48].[CH3:54][CH2:55][CH2:56][CH2:57][CH2:58][CH3:59].[NH2:1][c:2]1[cH:3][c:4]([F:31])[c:5]([O:6][c:7]2[cH:8][c:9]([NH:13][C:14]([N:15]([CH3:16])[CH:17]3[CH2:18][CH2:19][N:20]([CH2:23][CH2:24][N:25]([CH3:26])[CH3:27])[CH2:21][CH2:22]3)=[O:28])[n:10][cH:11][cH:12]2)[cH:29][cH:30]1.[O:49]1[CH2:50][CH2:51][CH2:52][CH2:53]1.[c:32]1([CH2:38][C:39](=[O:40])[N:41]=[C:42]=[O:43])[cH:33][cH:34][cH:35][cH:36][cH:37]1>>[NH:1]([c:2]1[cH:3][c:4]([F:31])[c:5]([O:6][c:7]2[cH:8][c:9]([NH:13][C:14]([N:15]([CH3:16])[CH:17]3[CH2:18][CH2:19][N:20]([CH2:23][CH2:24][N:25]([CH3:26])[CH3:27])[CH2:21][CH2:22]3)=[O:28])[n:10][cH:11][cH:12]2)[cH:29][cH:30]1)[C:42]([NH:41][C:39]([CH2:38][c:32]1[cH:33][cH:34][cH:35][cH:36][cH:37]1)=[O:40])=[O:43]. The reactants are FC1=C(C=CC(=C1)F)N1C=C(C(C2=CC(=C(C(=C12)F)F)F)=O)C(=O)O (1-(2,4-difluorophenyl)-6,7,8-trifluoro-1,4- dihydro-4-oxoquinoline-3-carboxylic acid), BrC=1C=C2CNCC2=CC1 (5-bromoisoindoline), C1CCC2=NCCCN2CC1 (DBU). Run in CN(C)C=O (DMF). The product is BrC=1C=C2CN(CC2=CC1)C1=C(C=C2C(C(=CN(C2=C1F)C1=C(C=C(C=C1)F)F)C(=O)O)=O)F (7-(5-bromo-2-isoindolinyl)-1-(2,4-difluorophenyl)-6,8- difluoro-1,4-dihydro-4-oxoquinoline-3-carboxylic acid). Yield: 16.5%. As a reaction SMILES: [F:1][C:2]1[CH:7]=[C:6]([F:8])[CH:5]=[CH:4][C:3]=1[N:9]1[C:18]2[C:13](=[CH:14][C:15]([F:21])=[C:16](F)[C:17]=2[F:19])[C:12](=[O:22])[C:11]([C:23]([OH:25])=[O:24])=[CH:10]1.[Br:26][C:27]1[CH:28]=[C:29]2[C:33](=[CH:34][CH:35]=1)[CH2:32][NH:31][CH2:30]2.C1CCN2C(=NCCC2)CC1>CN(C=O)C>[Br:26][C:27]1[CH:28]=[C:29]2[C:33](=[CH:34][CH:35]=1)[CH2:32][N:31]([C:16]1[C:17]([F:19])=[C:18]3[C:13]([C:12](=[O:22])[C:11]([C:23]([OH:25])=[O:24])=[CH:10][N:9]3[C:3]3[CH:4]=[CH:5][C:6]([F:8])=[CH:7][C:2]=3[F:1])=[CH:14][C:15]=1[F:21])[CH2:30]2. Procedure details: 178 mg of 1-(2,4-difluorophenyl)-6,7,8-trifluoro-1,4- dihydro-4-oxoquinoline-3-carboxylic acid, 119 mg of 5-bromoisoindoline, 137 mg of DBU, and 1.5 ml of anhydrous DMF were processed in the same manner as in Example 20 to produce 44 mg of the target compound.